Dataset: the Open Reaction Database (ORD), a public repository of structured organic reaction records. Task: describe an organic reaction: reactants, conditions, products, and yield Starting materials: NC1=CC=C(C=C1)SC1=C/C(/NC2=CC=CC=C12)=C/1\C(=NNC1=O)CCC ((Z)-4-(4-(4-aminophenylthio)quinolin-2(1H)-ylidene)-3-propyl-1H-pyrazol-5(4H)-one), C(C)S(=O)(=O)Cl (ethanesulfonyl chloride), C23H24N4O3S2. The product is O=C1\C(\C(=NN1)CCC)=C\1/NC2=CC=CC=C2C(=C1)SC1=CC=C(C=C1)NS(=O)(=O)CC ((Z)—N-(4-(2-(5-oxo-3-propyl-1H-pyrazol-4(5H)-ylidene)-1,2-dihydroquinolin-4-ylthio)phenyl)ethanesulfonamide). As a reaction SMILES: [NH2:1][C:2]1[CH:7]=[CH:6][C:5]([S:8][C:9]2[C:18]3[C:13](=[CH:14][CH:15]=[CH:16][CH:17]=3)[NH:12]/[C:11](=[C:19]3/[C:20]([CH2:25][CH2:26][CH3:27])=[N:21][NH:22][C:23]/3=[O:24])/[CH:10]=2)=[CH:4][CH:3]=1.[CH2:28]([S:30](Cl)(=[O:32])=[O:31])[CH3:29]>>[O:24]=[C:23]1[NH:22][N:21]=[C:20]([CH2:25][CH2:26][CH3:27])/[C:19]/1=[C:11]1/[NH:12][C:13]2[C:18]([C:9]([S:8][C:5]3[CH:4]=[CH:3][C:2]([NH:1][S:30]([CH2:28][CH3:29])(=[O:32])=[O:31])=[CH:7][CH:6]=3)=[CH:10]/1)=[CH:17][CH:16]=[CH:15][CH:14]=2. Procedure: The title compound was synthesized using (Z)-4-(4-(4-aminophenylthio)quinolin-2(1H)-ylidene)-3-propyl-1H-pyrazol-5(4H)-one and ethanesulfonyl chloride according to the procedure described in the synthesis of Example 26. 1H NMR (400 MHz, DMSO-d6) δ ppm 0.84 (t, J=7.45 Hz, 3H) 1.33 (t, J=7.33 Hz, 3H) 1.56 (dq, J=15.00, 7.46 Hz, 2H) 2.77-2.83 (m, 2H) 3.49-3.51 (m, 2H) 6.72 (d, J=8.59 Hz, 2H) 7.29 (d, J=8.34 Hz, 2H) 7.63 (t, J=7.58 Hz, 1H) 7.80 (t, J=7.71 Hz, 1H) 7.94 (d, J=8.34 Hz, 1H) 8.14 (d, J=8...